From a dataset of the Open Reaction Database (ORD), a public repository of structured organic reaction records. describe an organic reaction: reactants, conditions, products, and yield Starting materials: COc1cc(C(=O)CN=[N+]=[N-])cc(OC)c1OC, NC1CCCCC1. The product is COc1cc(C(CN=[N+]=[N-])NC2CCCCC2)cc(OC)c1OC. Reaction SMILES: [N:1](=[N+:2]=[N-:3])[CH2:4][C:5](=[O:6])[c:7]1[cH:8][c:9]([O:17][CH3:18])[c:10]([O:15][CH3:16])[c:11]([O:13][CH3:14])[cH:12]1.[NH2:19][CH:20]1[CH2:21][CH2:22][CH2:23][CH2:24][CH2:25]1>>[N:1](=[N+:2]=[N-:3])[CH2:4][CH:5]([c:7]1[cH:8][c:9]([O:17][CH3:18])[c:10]([O:15][CH3:16])[c:11]([O:13][CH3:14])[cH:12]1)[NH:19][CH:20]1[CH2:21][CH2:22][CH2:23][CH2:24][CH2:25]1. Starting materials: COc1ccc(C=O)cc1, ClCCl, CC(C)C(N)C(=O)O, O=C(OO)c1cccc(Cl)c1. As a reaction SMILES: [CH:9](=[O:10])[c:11]1[cH:12][cH:13][c:14]([O:15][CH3:16])[cH:17][cH:18]1.[Cl:30][CH2:31][Cl:32].[NH2:1][CH:2]([C:3]([OH:4])=[O:5])[CH:6]([CH3:7])[CH3:8].[OH:19][O:20][C:21](=[O:22])[c:23]1[cH:24][cH:25][cH:26][c:27]([Cl:28])[cH:29]1>>[O:20]=[C:21]([OH:22])[c:23]1[cH:24][cH:25][cH:26][c:27]([Cl:28])[cH:29]1. Yields the product O=C(O)c1cccc(Cl)c1. The reactants are C(C)(=O)C=1C=C(C(=C(C1C1=CC(=CC=C1)F)C#N)C)Cl (6-acetyl-4-chloro-3′-fluoro-3-methylbiphenyl-2-carbonitrile), [OH-].[K+] (potassium hydroxide), Cl (HCl). Run in C(C)O (ethanol). Yields the product C(C)(=O)C=1C=C(C(=C(C1C1=CC(=CC=C1)F)C(=O)N)C)Cl (6-Acetyl-4-chloro-3′-fluoro-3-methylbiphenyl-2-carboxamide). Reaction SMILES: [C:1]([C:4]1[CH:5]=[C:6]([Cl:20])[C:7]([CH3:19])=[C:8]([C:17]#[N:18])[C:9]=1[C:10]1[CH:15]=[CH:14][CH:13]=[C:12]([F:16])[CH:11]=1)(=[O:3])[CH3:2].[OH-:21].[K+].Cl>C(O)C>[C:1]([C:4]1[CH:5]=[C:6]([Cl:20])[C:7]([CH3:19])=[C:8]([C:17]([NH2:18])=[O:21])[C:9]=1[C:10]1[CH:15]=[CH:14][CH:13]=[C:12]([F:16])[CH:11]=1)(=[O:3])[CH3:2] |f:1.2|. Procedure details: A mixture of 6-acetyl-4-chloro-3′-fluoro-3-methylbiphenyl-2-carbonitrile (0.87 g, 3.0 mmol) and potassium hydroxide (0.34 g, 6.1 mmol) in ethanol (4 mL) was refluxed for 2 hours. The mixture was cooled, acidified with 1 N HCl, and extracted with ethyl acetate. The combined organic layers were washed with brine, dried over magnesium sulfate, and evaporated to dryness under reduced pressure to yield the crude product. LCMS calculated for C16H14ClFNO2 (M+H)+: m/z=306.1. found: 306.0. As a reaction SMILES: [BH4-:40].[CH2:43]1[O:44][CH2:45][CH2:46][CH2:47]1.[CH3:48][OH:49].[ClH:42].[F:1][c:2]1[c:3]([O:4][c:5]2[c:6]3[c:7]([n:8][cH:9][cH:10]2)[cH:11][c:12](-[c:14]2[cH:15][c:16]([CH2:17][N:18]([C:19]([O:20][C:21]([CH3:22])([CH3:23])[CH3:24])=[O:25])[CH2:26][CH2:27][O:28][CH3:29])[cH:30][cH:31][cH:32]2)[s:13]3)[cH:33][cH:34][c:35]([N+:37]([O-:38])=[O:39])[cH:36]1.[Na+:41].[Ni:50]([Cl:51])[Cl:52]>>[F:1][c:2]1[c:3]([O:4][c:5]2[c:6]3[c:7]([n:8][cH:9][cH:10]2)[cH:11][c:12](-[c:14]2[cH:15][c:16]([CH2:17][N:18]([C:19]([O:20][C:21]([CH3:22])([CH3:23])[CH3:24])=[O:25])[CH2:26][CH2:27][O:28][CH3:29])[cH:30][cH:31][cH:32]2)[s:13]3)[cH:33][cH:34][c:35]([NH2:37])[cH:36]1. Product: COCCN(Cc1cccc(-c2cc3nccc(Oc4ccc(N)cc4F)c3s2)c1)C(=O)OC(C)(C)C. Starting materials: [BH4-], C1CCOC1, CO, Cl, COCCN(Cc1cccc(-c2cc3nccc(Oc4ccc([N+](=O)[O-])cc4F)c3s2)c1)C(=O)OC(C)(C)C, [Na+], Cl[Ni]Cl.